This data is from the Open Reaction Database (ORD), a public repository of structured organic reaction records. The task is: describe an organic reaction: reactants, conditions, products, and yield Reactants: [BH3-]C#N, CO, Cl, Cl, CCOC(=O)c1cn(CC2CCNC2)c2ccc(I)cc2c1=O, [Na+], O=CCN1CCOCC1, O, O. Yields the product CCOC(=O)c1cn(CC2CCN(CCN3CCOCC3)C2)c2ccc(I)cc2c1=O. Reaction SMILES: [C:36]([BH3-:37])#[N:38].[CH3:41][OH:42].[ClH:1].[ClH:25].[I:2][c:3]1[cH:4][c:5]2[c:6](=[O:24])[c:7]([C:19](=[O:20])[O:21][CH2:22][CH3:23])[cH:8][n:9]([CH2:13][CH:14]3[CH2:15][NH:16][CH2:17][CH2:18]3)[c:10]2[cH:11][cH:12]1.[Na+:39].[O:27]1[CH2:28][CH2:29][N:30]([CH2:33][CH:34]=[O:35])[CH2:31][CH2:32]1.[OH2:26].[OH2:40]>>[I:2][c:3]1[cH:4][c:5]2[c:6](=[O:24])[c:7]([C:19](=[O:20])[O:21][CH2:22][CH3:23])[cH:8][n:9]([CH2:13][CH:14]3[CH2:15][N:16]([CH2:34][CH2:33][N:30]4[CH2:29][CH2:28][O:27][CH2:32][CH2:31]4)[CH2:17][CH2:18]3)[c:10]2[cH:11][cH:12]1.